From a dataset of the Open Reaction Database (ORD), a public repository of structured organic reaction records. describe an organic reaction: reactants, conditions, products, and yield Reactants: CC#N, O=Cc1ccc(I)s1, c1csc(-c2cccs2)c1. Product: O=Cc1ccc(-c2ccc(-c3cccs3)s2)s1. Reaction SMILES: [CH3:19][C:20]#[N:21].[I:1][c:2]1[cH:3][cH:4][c:5]([CH:7]=[O:8])[s:6]1.[s:9]1[c:10](-[c:14]2[s:15][cH:16][cH:17][cH:18]2)[cH:11][cH:12][cH:13]1>>[c:2]1(-[c:13]2[s:9][c:10](-[c:14]3[s:15][cH:16][cH:17][cH:18]3)[cH:11][cH:12]2)[cH:3][cH:4][c:5]([CH:7]=[O:8])[s:6]1. The product is CC(C=O)OCc1ccccn1. Starting materials: C1CCOC1, COC(OC)C(C)OCc1ccccn1, O, O=S(=O)(O)O. Reaction SMILES: [CH2:22]1[O:23][CH2:24][CH2:25][CH2:26]1.[CH3:1][O:2][CH:3]([CH:4]([O:5][CH2:6][c:7]1[n:8][cH:9][cH:10][cH:11][cH:12]1)[CH3:13])[O:14][CH3:15].[OH2:16].[S:17](=[O:18])(=[O:19])([OH:20])[OH:21]>>[O:2]=[CH:3][CH:4]([O:5][CH2:6][c:7]1[n:8][cH:9][cH:10][cH:11][cH:12]1)[CH3:13]. Starting materials: [N+](=O)([O-])C1=C2C(C(=O)OC2=O)=CC(=C1)[N+](=O)[O-] (3,5-dinitrophthalic anhydride), CNC=O (N-methylformamide), O (water). The solvent is C=1(C(=CC=CC1)C)C (xylene). Yields the product CN=C(C=1C(C(=O)O)=C(C=C(C1)[N+](=O)[O-])[N+](=O)[O-])O (3,5-dinitrophthalic acid N-methylimide). Isolated yield 77.8%. As a reaction SMILES: [N+:1]([C:4]1[CH:14]=[C:13]([N+:15]([O-:17])=[O:16])[CH:12]=[C:6]2[C:7]([O:9][C:10](=[O:11])[C:5]=12)=[O:8])([O-:3])=[O:2].[CH3:18][NH:19]C=O.O>C1(C)C(C)=CC=CC=1>[CH3:18][N:19]=[C:7]([OH:8])[C:6]1[C:5](=[C:4]([N+:1]([O-:3])=[O:2])[CH:14]=[C:13]([N+:15]([O-:17])=[O:16])[CH:12]=1)[C:10]([OH:9])=[O:11]. Procedure details: 238.11 g (1 mol) of 3,5-dinitrophthalic anhydride are dissolved under reflux in 1 liter of xylene. 62.02 g (1.05 mols) of N-methylformamide are added dropwise under reflux in the course of 30 minutes. After 18 hours under reflux, the water formed and the formic acid, together with some xylene (total 140 ml), are distilled off, the boiling point rising to 137° C. The solution is filtered hot. After slow cooling and concentration of the mother liquor, 209.42 g (83% of theory) of 3,5-dinitrophthali... Reactants: C(C)(=O)NC1=CC=C(CC2=NC=3N(C(NC(C3N2COC(C(C)(C)C)=O)=O)=O)CCCC)C=C1 (2,2-dimethyl-propionic acid 8-(4-acetylamino-benzyl)-3-butyl-2,6-dioxo-1,2,3,6-tetrahydro-purin-7-ylmethyl ester), BrCC1=C(C=CC(=C1)OC)F (2-bromomethyl-1-fluoro-4-methoxy-benzene), N12CCCCCC2=NCCC1 (1,8-diazabicyclo[5.4.0]undec-7-ene). Run in C(C)#N (acetonitrile), C(C)(=O)OCC (ethyl acetate). Reaction conditions: temperature 25 celsius. Product: ethyl acetate petroleum ether, C(C)(=O)NC1=CC=C(CC2=NC=3N(C(N(C(C3N2COC(C(C)(C)C)=O)=O)CC2=C(C=CC(=C2)OC)F)=O)CCCC)C=C1 (2,2-dimethyl-propionic acid 8-(4-acetylamino-benzyl)-3-butyl-1-(2-fluoro-5-methoxy-benzyl)-2,6-dioxo-1,2,3,6-tetrahydro-purin-7-ylmethyl ester). The yield is 20.4%. As a reaction SMILES: [C:1]([NH:4][C:5]1[CH:34]=[CH:33][C:8]([CH2:9][C:10]2[N:18]([CH2:19][O:20][C:21](=[O:26])[C:22]([CH3:25])([CH3:24])[CH3:23])[C:17]3[C:16](=[O:27])[NH:15][C:14](=[O:28])[N:13]([CH2:29][CH2:30][CH2:31][CH3:32])[C:12]=3[N:11]=2)=[CH:7][CH:6]=1)(=[O:3])[CH3:2].Br[CH2:36][C:37]1[CH:42]=[C:41]([O:43][CH3:44])[CH:40]=[CH:39][C:38]=1[F:45].N12CCCN=C1CCCCC2>C(#N)C.C(OCC)(=O)C>[C:1]([NH:4][C:5]1[CH:34]=[CH:33][C:8]([CH2:9][C:10]2[N:18]([CH2:19][O:20][C:21](=[O:26])[C:22]([CH3:24])([CH3:25])[CH3:23])[C:17]3[C:16](=[O:27])[N:15]([CH2:36][C:37]4[CH:42]=[C:41]([O:43][CH3:44])[CH:40]=[CH:39][C:38]=4[F:45])[C:14](=[O:28])[N:13]([CH2:29][CH2:30][CH2:31][CH3:32])[C:12]=3[N:11]=2)=[CH:7][CH:6]=1)(=[O:3])[CH3:2]. Procedure details: A solution of 2,2-dimethyl-propionic acid 8-(4-acetylamino-benzyl)-3-butyl-2,6-dioxo-1,2,3,6-tetrahydro-purin-7-ylmethyl ester (100 mg, 0.21 mmol) and 2-bromomethyl-1-fluoro-4-methoxy-benzene (56 mg, 0.25 mmol) in acetonitrile (2.0 mL) was treated with 1,8-diazabicyclo[5.4.0]undec-7-ene (0.06 mL, 0.45 mmol). The reaction was stirred at 25° C. The reaction was diluted with ethyl acetate and was washed with a 1N aqueous hydrochloric acid solution and a saturated aqueous sodium chloride solution. T... Reactants: 51g, CN(CCCSC1=C(N)C=CC=C1)C (2-(3-dimethylaminopropylthio)aniline), 26g, C(C1=CC=CC=C1)=O (benzaldehyde), C=1(C(=CC=CC1)C)C (xylene). Run in O (water). Yields the product 56g, C(C1=CC=CC=C1)=NC1=C(C=CC=C1)SCCCN(C)C (N-Benzylidene-o-(3-dimethylaminopropylthio)aniline). As a reaction SMILES: [CH3:1][N:2]([CH3:14])[CH2:3][CH2:4][CH2:5][S:6][C:7]1[CH:13]=[CH:12][CH:11]=[CH:10][C:8]=1[NH2:9].[CH:15](=O)[C:16]1[CH:21]=[CH:20][CH:19]=[CH:18][CH:17]=1.C1(C)C(C)=CC=CC=1>O>[CH:15](=[N:9][C:8]1[CH:10]=[CH:11][CH:12]=[CH:13][C:7]=1[S:6][CH2:5][CH2:4][CH2:3][N:2]([CH3:1])[CH3:14])[C:16]1[CH:21]=[CH:20][CH:19]=[CH:18][CH:17]=1. Procedure: A mixture of 51g of 2-(3-dimethylaminopropylthio)aniline, 26g of freshly distilled benzaldehyde and 200 ml of xylene is refluxed under an atmosphere of nitrogen. The water formed in the reaction is collected in a Dean-Stark tube; the theoretical quantity is collected after 4 hours of refluxing. The xylene and any unchanged benzaldehyde are removed on the steam bath at 30 mm of Hg, finally at 2 mm of Hg. Fractionation of the residue yields 56g of the title compound, boiling point 182°-189° C. at ... Reactants: COCCOC, NCc1ccccc1, Cc1ccc(-c2nc(N)nc(S(C)=O)c2C#N)o1. Yields the product Cc1ccc(-c2nc(N)nc(NCc3ccccc3)c2C#N)o1. RXN SMILES: [CH3:27][O:28][CH2:29][CH2:30][O:31][CH3:32].[NH2:19][CH2:20][c:21]1[cH:22][cH:23][cH:24][cH:25][cH:26]1.[NH2:1][c:2]1[n:3][c:4](-[c:13]2[o:14][c:15]([CH3:18])[cH:16][cH:17]2)[c:5]([C:11]#[N:12])[c:6]([S:8]([CH3:9])=[O:10])[n:7]1>>[NH2:1][c:2]1[n:3][c:4](-[c:13]2[o:14][c:15]([CH3:18])[cH:16][cH:17]2)[c:5]([C:11]#[N:12])[c:6]([NH:19][CH2:20][c:21]2[cH:22][cH:23][cH:24][cH:25][cH:26]2)[n:7]1. The product is CC(NCCO)c1ccc(CC(=O)Nc2ncc(SCc3ncc(C(C)(C)C)o3)s2)cc1, Cl. Reaction SMILES: [CH3:1][C:2]([CH3:3])([CH3:4])[c:5]1[cH:6][n:7][c:8]([CH2:10][S:11][c:12]2[cH:13][n:14][c:15]([NH:17][C:18]([CH2:19][c:20]3[cH:21][cH:22][c:23]([CH:26]([CH3:27])[Cl:28])[cH:24][cH:25]3)=[O:29])[s:16]2)[o:9]1.[CH3:34][N:35]([CH3:36])[CH:37]=[O:38].[NH2:30][CH2:31][CH2:32][OH:33]>>[CH3:1][C:2]([CH3:3])([CH3:4])[c:5]1[cH:6][n:7][c:8]([CH2:10][S:11][c:12]2[cH:13][n:14][c:15]([NH:17][C:18]([CH2:19][c:20]3[cH:21][cH:22][c:23]([CH:26]([CH3:27])[NH:30][CH2:31][CH2:32][OH:33])[cH:24][cH:25]3)=[O:29])[s:16]2)[o:9]1.[ClH:28]. The reactants are CC(Cl)c1ccc(CC(=O)Nc2ncc(SCc3ncc(C(C)(C)C)o3)s2)cc1, CN(C)C=O, NCCO. The reactants are C(#N)CN(C(OC(C)(C)C)=O)C1=CC=NN1C1=CC=CC=C1 (tert-butyl (cyanomethyl)(1-phenyl-1H-pyrazol-5-yl)carbamate), C(=O)(C(F)(F)F)O (TFA). Solvent: ClCCl (dichloromethane). Run at time 5 hour. Yields the product C1(=CC=CC=C1)N1N=CC=C1NCC#N ([(1-phenyl-1H-pyrazol-5-yl)amino]acetonitrile). Yield: 65.3%. Reaction SMILES: [C:1]([CH2:3][N:4]([C:12]1[N:16]([C:17]2[CH:22]=[CH:21][CH:20]=[CH:19][CH:18]=2)[N:15]=[CH:14][CH:13]=1)C(=O)OC(C)(C)C)#[N:2].C(O)(C(F)(F)F)=O>ClCCl>[C:17]1([N:16]2[C:12]([NH:4][CH2:3][C:1]#[N:2])=[CH:13][CH:14]=[N:15]2)[CH:18]=[CH:19][CH:20]=[CH:21][CH:22]=1. Procedure: To a solution of tert-butyl (cyanomethyl)(1-phenyl-1H-pyrazol-5-yl)carbamate (4.38 g) in dichloromethane was added TFA (16.7 g) at room temperature, and the mixture was stirred for 5 hr. The reaction mixture was concentrated under reduced pressure, and adjusted to pH 9-10 with 1N aqueous sodium hydroxide solution. The reaction mixture was extracted with dichloromethane. The extract was washed with saturated brine, dried over anhydrous sodium sulfate, and the solvent was evaporated under reduced ...